From a dataset of the Open Reaction Database (ORD), a public repository of structured organic reaction records. describe an organic reaction: reactants, conditions, products, and yield Reactants: C(=O)(O)C1=CC=C(C=C1)B(O)O (4-carboxyphenylboronic acid), C(O)([O-])=O.[K+] (potassium hydrogen carbonate), BrCCCCCCCCCCCO (11-bromo-1-undecanol). Solvent: CN(C=O)C (N,N-dimethylformamide). Reaction conditions: temperature 60 celsius. The product is OCCCCCCCCCCCC1=CC=C(C=C1)B(OC(=O)O)O (4-(11′-hydroxyundecyl)carboxyphenylboronic acid). RXN SMILES: [C:1]([C:4]1[CH:9]=[CH:8][C:7]([B:10]([OH:12])[OH:11])=[CH:6][CH:5]=1)(O)=O.[C:13](=[O:16])([O-])[OH:14].[K+].BrC[CH2:20][CH2:21][CH2:22][CH2:23][CH2:24][CH2:25][CH2:26][CH2:27][CH2:28][CH2:29][OH:30]>CN(C)C=O>[OH:30][CH2:29][CH2:28][CH2:27][CH2:26][CH2:25][CH2:24][CH2:23][CH2:22][CH2:21][CH2:20][CH2:1][C:4]1[CH:9]=[CH:8][C:7]([B:10]([OH:12])[O:11][C:13]([OH:14])=[O:16])=[CH:6][CH:5]=1 |f:1.2|. Procedure: A mixture of 4-carboxyphenylboronic acid (1.0 grams), potassium hydrogen carbonate (2.01 g), 11-bromo-1-undecanol, and N,N-dimethylformamide (60 mL) was heated at 60° C. under a nitrogen atmosphere for 18 hours. After the heating period, the mixture was allowed to cool to room temperature. The mixture was then filtered and the filtrate was concentrated on a rotary evaporator. The concentrated filtrate was diluted with ethyl acetate (500 mL) and the ethyl acetate was washed successively with satu... The reactants are CC1(CC=2C(=C(SC2)C(=O)O)CC1)C (5,5-dimethyl-4,5,6,7-tetrahydro-benzo[c]thiophene-1-carboxylic acid), C(C)(C)(C)[Li] (tert-butyllithium), C(CC(O)(C(=O)O)CC(=O)O)(=O)O (citric acid), CI (methyliodide). The solvent is C1CCOC1 (THF), O (water). Run at time 30 minute. Yields the product CC1=C2C(=C(S1)C(=O)O)CCC(C2)(C)C (3,5,5-trimethyl-4,5,6,7-tetrahydro-benzo[c]thiophene-1-carboxylic acid). RXN SMILES: [CH3:1][C:2]1([CH3:14])[CH2:13][CH2:12][C:5]2=[C:6]([C:9]([OH:11])=[O:10])[S:7][CH:8]=[C:4]2[CH2:3]1.[C:15]([Li])(C)(C)C.CI.C(O)(=O)CC(CC(O)=O)(C(O)=O)O>C1COCC1.O>[CH3:15][C:8]1[S:7][C:6]([C:9]([OH:11])=[O:10])=[C:5]2[CH2:12][CH2:13][C:2]([CH3:14])([CH3:1])[CH2:3][C:4]=12. Reported procedure: At −78° C. a solution of 5,5-dimethyl-4,5,6,7-tetrahydro-benzo[c]thiophene-1-carboxylic acid (5 g, 23.8 mmol) in THF is treated with tert-butyllithium (41 mL, 1.5 M in pentane). The mixture is stirred at −78° C. for 15 min before methyliodide (17.1 g, 120 mmol) is added dropwise. Stirring is continued at −78° C. for 30 min. The mixture is warmed to rt, diluted with water (400 mL), acidified with 10% aq. citric acid solution and extracted three times with EA. The combined organic extracts are dri... Reactants: O=C([O-])[O-], CC(=O)CC(C)C, C=C1N(C)C(=O)OC12CCNCC2, FC(F)(F)c1ccc2c(c1)N(CCCCl)c1ccccc1S2, [I-], [K+], [K+], [K+]. The product is C=C1N(C)C(=O)OC12CCN(CCCN1c3ccccc3Sc3ccc(C(F)(F)F)cc31)CC2. As a reaction SMILES: [C:36](=[O:37])([O-:38])[O-:39].[CH2:44]([C:45]([CH3:46])=[O:47])[CH:48]([CH3:49])[CH3:50].[CH3:1][N:2]1[C:3](=[O:13])[O:4][C:5]2([C:6]1=[CH2:7])[CH2:8][CH2:9][NH:10][CH2:11][CH2:12]2.[F:14][C:15]([c:16]1[cH:17][c:18]2[c:27]([cH:28][cH:29]1)[S:26][c:25]1[c:20]([cH:21][cH:22][cH:23][cH:24]1)[N:19]2[CH2:30][CH2:31][CH2:32][Cl:33])([F:34])[F:35].[I-:43].[K+:40].[K+:41].[K+:42]>>[CH3:1][N:2]1[C:3](=[O:13])[O:4][C:5]2([C:6]1=[CH2:7])[CH2:8][CH2:9][N:10]([CH2:32][CH2:31][CH2:30][N:19]1[c:18]3[cH:17][c:16]([C:15]([F:14])([F:34])[F:35])[cH:29][cH:28][c:27]3[S:26][c:25]3[c:20]1[cH:21][cH:22][cH:23][cH:24]3)[CH2:11][CH2:12]2. The reactants are C(C(=C)C)(=O)Cl (Methacryloyl chloride), NCCCN (1,3-diaminopropane). Reaction SMILES: [C:1](Cl)(=[O:5])[C:2]([CH3:4])=[CH2:3].[NH2:7][CH2:8][CH2:9][CH2:10][NH2:11]>C(Cl)Cl>[NH2:7][CH2:8][CH2:9][CH2:10][NH:11][C:1](=[O:5])[C:2]([CH3:4])=[CH2:3]. Conditions: temperature 25 celsius, time 16 hour. Procedure details: Methacryloyl chloride (8.0 g, 0.078 mmol) in methylene chloride (10 ml) was added to a solution of 1,3-diaminopropane (35 ml) in methylene chloride (200 ml) at 0° C. After 15 min. stirring at 0° C. and 16 hours at 25° C. the reaction mixture was filtered and concentrated under reduced pressure. The residue was purified by flash chromatography (silicagel, chloroform/methanol (8:2)) to give (72%) of the title compound. Yields the product NCCCNC(C(=C)C)=O (N-(3-aminopropy)methacrylamide). The solvent is C(Cl)Cl (methylene chloride), C(Cl)Cl (methylene chloride). Isolated yield 72.0%.